From a dataset of the Open Reaction Database (ORD), a public repository of structured organic reaction records. describe an organic reaction: reactants, conditions, products, and yield Starting materials: Cl, Cl, F, O=c1cc[nH]c(=O)[nH]1. The product is O=c1[nH]cc(Cl)c(=O)[nH]1. As a reaction SMILES: [Cl:10].[ClH:11].[F:9].[nH:1]1[c:2](=[O:3])[nH:4][c:5](=[O:6])[cH:7][cH:8]1>>[nH:1]1[c:2](=[O:3])[nH:4][c:5](=[O:6])[c:7]([Cl:11])[cH:8]1. The reactants are BrCCCCOC=1C=CC2=C(SC(=C2C2=CC=C(C=C2)C(F)(F)F)C)C1 (6-(4-Bromo-butoxy)-2-methyl-3-(4-trifluoromethyl-phenyl)-benzo[b]thiophene), C(CC)N (N-propyl amine). Product: CC1=C(C2=C(S1)C=C(C=C2)OCCCCNCCC)C2=CC=C(C=C2)C(F)(F)F ({4-[2-Methyl-3-(4-trifluoromethyl-phenyl)-benzo[b]thiophen-6-yloxy]-butyl}-propyl-amine). As a reaction SMILES: Br[CH2:2][CH2:3][CH2:4][CH2:5][O:6][C:7]1[CH:8]=[CH:9][C:10]2[C:14]([C:15]3[CH:20]=[CH:19][C:18]([C:21]([F:24])([F:23])[F:22])=[CH:17][CH:16]=3)=[C:13]([CH3:25])[S:12][C:11]=2[CH:26]=1.[CH2:27]([NH2:30])[CH2:28][CH3:29]>>[CH3:25][C:13]1[S:12][C:11]2[CH:26]=[C:7]([O:6][CH2:5][CH2:4][CH2:3][CH2:2][NH:30][CH2:27][CH2:28][CH3:29])[CH:8]=[CH:9][C:10]=2[C:14]=1[C:15]1[CH:20]=[CH:19][C:18]([C:21]([F:24])([F:23])[F:22])=[CH:17][CH:16]=1. Procedure: According to the method in example 31, 6-(4-Bromo-butoxy)-2-methyl-3-(4-trifluoromethyl-phenyl)-benzo[b]thiophene and N-propyl amine were converted to yield {4-[2-Methyl-3-(4-trifluoromethyl-phenyl)-benzo[b]thiophen-6-yloxy]-butyl}-propyl-amine as yellowish oil, MS: 422 (MH+). The reactants are C, CN(C)C(=O)Oc1ccc2c(c1)C=CCN(C(=O)OC(C)(C)C)C2CCO, CO, [Pd]. Product: CN(C)C(=O)Oc1ccc2c(c1)CCCN(C(=O)OC(C)(C)C)C2CCO. As a reaction SMILES: [C:30].[CH3:1][N:2]([C:3](=[O:4])[O:5][c:6]1[cH:7][c:8]2[c:9]([cH:25][cH:26]1)[CH:10]([CH2:22][CH2:23][OH:24])[N:11]([C:15](=[O:16])[O:17][C:18]([CH3:19])([CH3:20])[CH3:21])[CH2:12][CH:13]=[CH:14]2)[CH3:27].[CH3:28][OH:29].[Pd:31]>>[CH3:1][N:2]([C:3](=[O:4])[O:5][c:6]1[cH:7][c:8]2[c:9]([cH:25][cH:26]1)[CH:10]([CH2:22][CH2:23][OH:24])[N:11]([C:15](=[O:16])[O:17][C:18]([CH3:19])([CH3:20])[CH3:21])[CH2:12][CH2:13][CH2:14]2)[CH3:27]. The reactants are ClC=1N=C(C2=C(N1)C=C(S2)CN2CCC(CC2)N(C)C)N2CCOCC2 ([1-(2-chloro-4-morpholin-4-yl-thieno[3,2-d]pyrimidin-6-ylmethyl)-piperidin-4-yl]-dimethyl-amine), C(=O)(OC(C)(C)C)N1C=C(C2=CC=CC=C12)B(O)O (1-BOC-indole-3-yl-boronic acid), C([O-])([O-])=O.[Na+].[Na+] (sodium carbonate). Reagents/catalysts: C1=CC=C(C=C1)P([C-]2C=CC=C2)C3=CC=CC=C3.C1=CC=C(C=C1)P([C-]2C=CC=C2)C3=CC=CC=C3.Cl[Pd]Cl.[Fe+2] (Pd(dppf)Cl2). Solvent: C(C)#N (acetonitrile). Conditions: temperature 140 celsius. Product: N1C=C(C2=CC=CC=C12)C=1N=C(C2=C(N1)C=C(S2)CN2CCC(CC2)N(C)C)N2CCOCC2 (1-((2-(1H-indol-3-yl)-4-morpholinothieno[3,2-d]pyrimidin-6-yl)methyl)-N,N-dimethylpiperidin-4-amine). Yield: 26.8%. Reaction SMILES: Cl[C:2]1[N:3]=[C:4]([N:21]2[CH2:26][CH2:25][O:24][CH2:23][CH2:22]2)[C:5]2[S:10][C:9]([CH2:11][N:12]3[CH2:17][CH2:16][CH:15]([N:18]([CH3:20])[CH3:19])[CH2:14][CH2:13]3)=[CH:8][C:6]=2[N:7]=1.C([N:34]1[C:42]2[C:37](=[CH:38][CH:39]=[CH:40][CH:41]=2)[C:36](B(O)O)=[CH:35]1)(OC(C)(C)C)=O.C(=O)([O-])[O-].[Na+].[Na+]>C1C=CC(P(C2C=CC=CC=2)[C-]2C=CC=C2)=CC=1.C1C=CC(P(C2C=CC=CC=2)[C-]2C=CC=C2)=CC=1.Cl[Pd]Cl.[Fe+2].C(#N)C>[NH:34]1[C:42]2[C:37](=[CH:38][CH:39]=[CH:40][CH:41]=2)[C:36]([C:2]2[N:3]=[C:4]([N:21]3[CH2:26][CH2:25][O:24][CH2:23][CH2:22]3)[C:5]3[S:10][C:9]([CH2:11][N:12]4[CH2:17][CH2:16][CH:15]([N:18]([CH3:20])[CH3:19])[CH2:14][CH2:13]4)=[CH:8][C:6]=3[N:7]=2)=[CH:35]1 |f:2.3.4,5.6.7.8|. Reported procedure: A microwave vessel was charged with [1-(2-chloro-4-morpholin-4-yl-thieno[3,2-d]pyrimidin-6-ylmethyl)-piperidin-4-yl]-dimethyl-amine (0.500 g, 1.26 mmol), 1-BOC-indole-3-yl-boronic acid (363 mg, 1.39 mmol), 1 N sodium carbonate solution (3 mL), acetonitrile (9 mL) and Pd(dppf)Cl2 (103 mg. 0.126 mmol), then the mixture was degassed, sealed, and heated at 140° C. under microwave irradiation for 20 min. The reaction mixture was diluted with dichloromethane (100 mL) and 1 N sodium carbonate solution ... The reactants are [Cl-].[Li+] (lithium chloride), C1(CC1)C=1OC=C(N1)C(=O)O (2-cyclopropyl-oxazole-4-carboxylic acid), C(C)(C)N(C(C)C)CC (N, N-diisopropylethylamine), NC=1C(=CC(=C(C(=O)NCCCN2C(CCC2)=O)C1)F)N1CCN(CC1)C1=C(C=CC=C1)C (5-amino-2-fluoro-N-[3-(2-oxo-pyrrolidin-1-yl)-propyl]-4-(4-o-tolyl-piperazin-1-yl)-benzamide). The solvent is CN(C)C=O (DMF), CN(C)C=O (DMF). Reaction conditions: time 3 minute. Yields the product FC1=CC(=C(C=C1C(NCCCN1C(CCC1)=O)=O)NC(=O)C=1N=C(OC1)C1CC1)N1CCN(CC1)C1=C(C=CC=C1)C (2-cyclopropyl-oxazole-4-carboxylic acid [4-fluoro-5-[3-(2-oxo-pyrrolidin-1-yl)-propylcarbamoyl]-2-(4-o-tolyl-piperazin-1-yl)-phenyl]-amide). RXN SMILES: [CH:1]1([C:4]2[O:5][CH:6]=[C:7]([C:9]([OH:11])=O)[N:8]=2)[CH2:3][CH2:2]1.C(N(CC)C(C)C)(C)C.[NH2:21][C:22]1[C:23]([N:41]2[CH2:46][CH2:45][N:44]([C:47]3[CH:52]=[CH:51][CH:50]=[CH:49][C:48]=3[CH3:53])[CH2:43][CH2:42]2)=[CH:24][C:25]([F:40])=[C:26]([CH:39]=1)[C:27]([NH:29][CH2:30][CH2:31][CH2:32][N:33]1[CH2:37][CH2:36][CH2:35][C:34]1=[O:38])=[O:28].[Cl-].[Li+]>CN(C=O)C>[F:40][C:25]1[C:26]([C:27](=[O:28])[NH:29][CH2:30][CH2:31][CH2:32][N:33]2[CH2:37][CH2:36][CH2:35][C:34]2=[O:38])=[CH:39][C:22]([NH:21][C:9]([C:7]2[N:8]=[C:4]([CH:1]3[CH2:2][CH2:3]3)[O:5][CH:6]=2)=[O:11])=[C:23]([N:41]2[CH2:42][CH2:43][N:44]([C:47]3[CH:52]=[CH:51][CH:50]=[CH:49][C:48]=3[CH3:53])[CH2:45][CH2:46]2)[CH:24]=1 |f:3.4|. Procedure details: To a solution of 2-cyclopropyl-oxazole-4-carboxylic acid 1h (22.8 mg, 0.149 mmol) in DMF (5.0 mL) HATU (75.4 mg, 0.198 mmol) was added and stirred for 3 min. N, N-diisopropylethylamine (0.086 mL, 0.496 mmol) was added to this followed by 5-amino-2-fluoro-N-[3-(2-oxo-pyrrolidin-1-yl)-propyl]-4-(4-o-tolyl-piperazin-1-yl)-benzamide 3d (45.0 mg, 0.099 mmol) in DMF (2.0 mL) and the reaction was stirred at room temperature for 16 h. Saturated solution of lithium chloride was added to this and the cont...